From a dataset of the Open Reaction Database (ORD), a public repository of structured organic reaction records. describe an organic reaction: reactants, conditions, products, and yield Reactants: CCO, CC12CCC(O)CC1CCC1C2CCC2(C)C(C=CC=O)CCC12O. Yields the product CC12CCC(O)CC1CCC1C2CCC2(C)C(CCC=O)CCC12O. As a reaction SMILES: [CH3:26][CH2:27][OH:28].[OH:1][CH:2]1[CH2:3][CH:4]2[CH2:5][CH2:6][CH:7]3[C:8]4([OH:25])[CH2:9][CH2:10][CH:11]([CH:12]=[CH:13][CH:14]=[O:15])[C:16]4([CH3:24])[CH2:17][CH2:18][CH:19]3[C:20]2([CH3:23])[CH2:21][CH2:22]1>>[OH:1][CH:2]1[CH2:3][CH:4]2[CH2:5][CH2:6][CH:7]3[C:8]4([OH:25])[CH2:9][CH2:10][CH:11]([CH2:12][CH2:13][CH:14]=[O:15])[C:16]4([CH3:24])[CH2:17][CH2:18][CH:19]3[C:20]2([CH3:23])[CH2:21][CH2:22]1.